From a dataset of the Open Reaction Database (ORD), a public repository of structured organic reaction records. describe an organic reaction: reactants, conditions, products, and yield The reactants are CI (MeI), C(C)(=O)C=1C(NC(NC1)=S)=O (5-Acetyl-2-thioxo-2,3-dihydropyrimidin-4(1H)-one), [OH-].[Na+] (NaOH), Cl (HCl), CI (MeI). Run at temperature 40 celsius, time 18 hour. Product: C(C)(=O)C=1C(NC(=NC1)SC)=O (5-acetyl-2-(methylthio)pyrimidin-4(3H)-one). Yield: 69.1%. Reaction SMILES: [C:1]([C:4]1[C:5](=[O:11])[NH:6][C:7](=[S:10])[NH:8][CH:9]=1)(=[O:3])[CH3:2].[OH-].[Na+].[CH3:14]I.Cl>>[C:1]([C:4]1[C:5](=[O:11])[NH:6][C:7]([S:10][CH3:14])=[N:8][CH:9]=1)(=[O:3])[CH3:2] |f:1.2|. Procedure details: 5-Acetyl-2-thioxo-2,3-dihydropyrimidin-4(1H)-one (Ryan Scientific) (2.3 g, 13.51 mmol) was dissolved in NaOH (20.27 mL, 20.27 mmol), then MeI (0.894 mL, 14.30 mmol) was added to the reaction mixture while stifling. The reaction mixture was heated at 40° C. for 1.5 hours. Additional MeI (0.894 mL, 14.30 mmol) was added and the reaction was allowed to stir at rt for 18 hours. The reaction mixture was cooled with an ice-water bath, acidified to pH 6 with concentrated HCl solution, then the resultin... Starting materials: C(C1=CC=CC=C1)OCCCC1=NC=2C(=NC=CC2)N1C (2-[3-(benzyloxy)propyl]-3-methyl-3H-imidazo[4,5-b]pyridine), C(=O)O (formic acid). The reagents and catalysts are [OH-].[OH-].[Pd+2] (palladium hydroxide on carbon). The solvent is CO (methanol). Yields the product CN1C(=NC=2C1=NC=CC2)CCCO (3-(3-methyl-3H-imidazo[4,5-b]pyridin-2-yl)propan-1-ol). Isolated yield 81.7%. As a reaction SMILES: C([O:8][CH2:9][CH2:10][CH2:11][C:12]1[N:20]([CH3:21])[C:15]2=[N:16][CH:17]=[CH:18][CH:19]=[C:14]2[N:13]=1)C1C=CC=CC=1.C(O)=O>CO.[OH-].[OH-].[Pd+2]>[CH3:21][N:20]1[C:15]2=[N:16][CH:17]=[CH:18][CH:19]=[C:14]2[N:13]=[C:12]1[CH2:11][CH2:10][CH2:9][OH:8] |f:3.4.5|. Procedure details: A mixture of 2-[3-(benzyloxy)propyl]-3-methyl-3H-imidazo[4,5-b]pyridine (1.8 g), 20% palladium hydroxide on carbon (2.35 g, containing water (50%)), and formic acid (8.45 mL) in methanol (84.5 mL) was refluxed for 6 hr. The mixture was allowed to cool to room temperature, and the catalyst was filtered off. The obtained filtrate was concentrated under reduced pressure. The residue was purified by NH silica gel column chromatography (ethyl acetate/hexane) to give the title compound (1.0 g). Reactants: CN(C=1OC2=C(N1)C=CC=C2)CCSC2=CC=C(C=C1C(NC(S1)=O)=O)C=C2 (5-(4-[2-(N-Methyl-N-(2-benzoxazolyl)amino)ethylthio]-benzylidene)-2,4-thiazolidinedione), C(=O)(O)[O-].[Na+] (NaHCO3), [Mg] (Magnesium), Cl (HCl). The solvent is CO (methanol), O1CCOCC1 (1,4-dioxan), O (water). The product is CN(C=1OC2=C(N1)C=CC=C2)CCSC2=CC=C(CC1C(NC(S1)=O)=O)C=C2 (5-(4-[2-(N-Methyl-N-(2-benzoxazolyl)amino)ethylthio]-benzyl)-2,4-thiazolidinedione). Reaction SMILES: [CH3:1][N:2]([CH2:12][CH2:13][S:14][C:15]1[CH:28]=[CH:27][C:18]([CH:19]=[C:20]2[S:24][C:23](=[O:25])[NH:22][C:21]2=[O:26])=[CH:17][CH:16]=1)[C:3]1[O:4][C:5]2[CH:11]=[CH:10][CH:9]=[CH:8][C:6]=2[N:7]=1.[Mg].Cl.C([O-])(O)=O.[Na+]>CO.O1CCOCC1.O>[CH3:1][N:2]([CH2:12][CH2:13][S:14][C:15]1[CH:16]=[CH:17][C:18]([CH2:19][CH:20]2[S:24][C:23](=[O:25])[NH:22][C:21]2=[O:26])=[CH:27][CH:28]=1)[C:3]1[O:4][C:5]2[CH:11]=[CH:10][CH:9]=[CH:8][C:6]=2[N:7]=1 |f:3.4|. Procedure: 5-(4-[2-(N-Methyl-N-(2-benzoxazolyl)amino)ethylthio]-benzylidene)-2,4-thiazolidinedione (2 g) was dissolved in a mixture of methanol (70 ml) and 1,4-dioxan (70 ml). Magnesium turnings (1.7 g) were added and the solution stirred until no more effervescence was observed. The mixture was added to water (300 ml), acidified (2M HCl) to form a solution, neutralised (saturated NaHCO3 solution) and extracted with dichloromethane (3×150 ml). The organic extracts were washed with brine The reactants are solution B, O=C[C@H](O)[C@@H](O)[C@H](O)[C@H](O)CO (D-glucose), P(=O)([O-])([O-])[O-].[Na+].[Na+].[Na+] (sodium phosphate), CoCl2. Solvent: ClC(C(=O)O)(Cl)Cl (trichloroacetic acid). Run at time 4 hour. Yields the product OCC(=O)[C@@H](O)[C@H](O)[C@H](O)CO (fructose), O=C[C@H](O)[C@@H](O)[C@H](O)[C@H](O)CO (glucose). As a reaction SMILES: [O:1]=[CH:2][C@@H:3]([C@H:5]([C@@H:7]([C@@H:9]([CH2:11][OH:12])[OH:10])[OH:8])[OH:6])[OH:4].P([O-])([O-])([O-])=O.[Na+].[Na+].[Na+]>ClC(Cl)(Cl)C(O)=O>[OH:1][CH2:2][C:3]([C@H:5]([C@@H:7]([C@@H:9]([CH2:11][OH:12])[OH:10])[OH:8])[OH:6])=[O:4].[O:1]=[CH:2][C@@H:3]([C@H:5]([C@@H:7]([C@@H:9]([CH2:11][OH:12])[OH:10])[OH:8])[OH:6])[OH:4] |f:1.2.3.4|. Procedure details: The measurement was based on Kaneko et. al., (Biosci Biotechnol Biochem. 2000, 64:940-7) with modifications. Substrate solution B stock containing 50%(w/v) D-glucose, 20 mM sodium phosphate buffer (pH 6.5), 250 μM CoCl2 (final concentration) and 5 mM MgCl2 (final concentration) was adjusted to pH 6.5. Sixty μl of the substrate solution B was mixed with 40 μl of glucose isomerase mutant MGI-4 prepared as described in Example 10, incubated at 80° C. for 4 h and 100 μl of 20% trichloroacetic acid w... Reactants: S(O)(O)(=O)=O (sulfuric acid), BrC=1C=C(C=CC1)CCNS(=O)(=O)C1=CC=C(C=C1)C (N-[2-(3-bromo-phenyl)-ethyl]-4-methyl-benzenesulfonamide), C(Cl)Cl (DCM), COCOC (dimethoxymethane). Solvent: C1(=CC=CC=C1)C (toluene), CCOCC (ether). Conditions: time 15 hour. Yields the product BrC=1C=C2CCN(CC2=CC1)S(=O)(=O)C1=CC=C(C=C1)C (6-Bromo-2-(toluene-4-sulfonyl)-1,2,3,4-tetrahydro-isoquinoline). Yield: 90.0%. Reaction SMILES: S(=O)(=O)(O)O.[Br:6][C:7]1[CH:8]=[C:9]([CH2:13][CH2:14][NH:15][S:16]([C:19]2[CH:24]=[CH:23][C:22]([CH3:25])=[CH:21][CH:20]=2)(=[O:18])=[O:17])[CH:10]=[CH:11][CH:12]=1.[CH3:26]OCOC.C(Cl)Cl>C1(C)C=CC=CC=1.CCOCC>[Br:6][C:7]1[CH:8]=[C:9]2[C:10](=[CH:11][CH:12]=1)[CH2:26][N:15]([S:16]([C:19]1[CH:20]=[CH:21][C:22]([CH3:25])=[CH:23][CH:24]=1)(=[O:18])=[O:17])[CH2:14][CH2:13]2. Procedure: To a stirred solution of sulfuric acid (60% w/w, 20 g) in 32 mL of toluene at r.t. was added 7.60 g of N-[2-(3-bromo-phenyl)-ethyl]-4-methyl-benzenesulfonamide, followed by 32 mL of dimethoxymethane. The reaction mixture was heated over an oil bath set at 50° C. externally with stirring under nitrogen for 15 h. LC/MS: retention time=4.549 min, MS 366/368. TLC (DCM): SM Rf=0.35, product Rf=0.65. The reaction was complete as judged by TLC. The reaction mixture was cooled to r. t. and diluted with ... Starting materials: C[N+]1(CCOCC1)[O-] (N-methylmorpholine-N-oxide), C(C)(C)(C)OC(NC1=NC(=CC=C1)CC1C(CC(C1)NC(=O)OC(C)(C)C)O)=O ([6-(4-tert-butoxycarbonylamino-2-hydroxy-cyclopentylmethyl)-pyridin-2-yl]-carbamic acid tert-butyl ester). The reagents and catalysts are [Ru](=O)(=O)(=O)[O-].C(CC)[N+](CCC)(CCC)CCC (Tetrapropylammonium perruthenate). Solvent: C(C)#N (acetonitrile), ClCCl (dichloromethane). The product is C(C)(C)(C)OC(NC1=NC(=CC=C1)CC1C(CC(C1)NC(=O)OC(C)(C)C)=O)=O ([6-(4-tert-butoxycarbonylamino-2-oxo-cyclopentylmethyl)-pyridin-2-yl]-carbamic acid tert-butyl ester). The yield is 67.0%. Reaction SMILES: [C:1]([O:5][C:6](=[O:29])[NH:7][C:8]1[CH:13]=[CH:12][CH:11]=[C:10]([CH2:14][CH:15]2[CH2:19][CH:18]([NH:20][C:21]([O:23][C:24]([CH3:27])([CH3:26])[CH3:25])=[O:22])[CH2:17][CH:16]2[OH:28])[N:9]=1)([CH3:4])([CH3:3])[CH3:2].C[N+]1([O-])CCOCC1>ClCCl.C(#N)C.[Ru]([O-])(=O)(=O)=O.C([N+](CCC)(CCC)CCC)CC>[C:1]([O:5][C:6](=[O:29])[NH:7][C:8]1[CH:13]=[CH:12][CH:11]=[C:10]([CH2:14][CH:15]2[CH2:19][CH:18]([NH:20][C:21]([O:23][C:24]([CH3:27])([CH3:26])[CH3:25])=[O:22])[CH2:17][C:16]2=[O:28])[N:9]=1)([CH3:2])([CH3:4])[CH3:3] |f:4.5|. Reported procedure: Tetrapropylammonium perruthenate (0.07 mmol, 5 mol %) was added to a stirred solution of [6-(4-tert-butoxycarbonylamino-2-hydroxy-cyclopentylmethyl)-pyridin-2-yl]-carbamic acid tert-butyl ester IV-3 (0.14 mmol) and N-methylmorpholine-N-oxide (0.26 mmol) in dichloromethane (9 mL) and acetonitrile (1 mL) at room temperature, and was allowed to react overnight. When complete, the solvent was evaporated in vacuo and the residue was purified by column chromatography (silica gel, CH2Cl2:EtOAc, 8:2) to... The reactants are IC1=CC=C(C=C1)[C@@H]1[C@@H](CCC1)NS(=O)(=O)C(C)C ((+,−) Cis propane-2-sulfonic acid [2-(4-iodo-phenyl)-cyclopentyl]-amide), COC1=CC=C(C=C1)B(O)O (4-methoxyphenylboronic acid). Product: COC1=CC=C(C=C1)C1=CC=C(C=C1)[C@@H]1[C@@H](CCC1)NS(=O)(=O)C(C)C ((+,−) Cis Propane-2-sulfonic Acid [2-(4′-methoxy-biphenyl-4-yl)-cyclopentyl)-amide). Yield: 89.2%. RXN SMILES: I[C:2]1[CH:7]=[CH:6][C:5]([C@H:8]2[CH2:12][CH2:11][CH2:10][C@H:9]2[NH:13][S:14]([CH:17]([CH3:19])[CH3:18])(=[O:16])=[O:15])=[CH:4][CH:3]=1.[CH3:20][O:21][C:22]1[CH:27]=[CH:26][C:25](B(O)O)=[CH:24][CH:23]=1>>[CH3:20][O:21][C:22]1[CH:27]=[CH:26][C:25]([C:2]2[CH:7]=[CH:6][C:5]([C@H:8]3[CH2:12][CH2:11][CH2:10][C@H:9]3[NH:13][S:14]([CH:17]([CH3:19])[CH3:18])(=[O:16])=[O:15])=[CH:4][CH:3]=2)=[CH:24][CH:23]=1. Procedure: The Suzuki coupling of (+,−) Cis propane-2-sulfonic acid [2-(4-iodo-phenyl)-cyclopentyl]-amide (200 mg, 0.51 mmol, prepared in example 17) and 4-methoxyphenylboronic acid (93 mg, 0.61 mmol) was accomplished in a manner analogous to the procedure described in example 27. The reaction was worked up in a manner analogous to example 3. Purification by silica chromatography using a Chromatotron® was achieved eluting with methylene chloride to afford 170 mg (89%) of the title compound.